This data is from the Open Reaction Database (ORD), a public repository of structured organic reaction records. The task is: describe an organic reaction: reactants, conditions, products, and yield Starting materials: COc1nc(NC2c3ccccc3CC2O)cnc1Br, Cc1ccccc1, c1ccc(P(C2CCCCC2)C2CCCCC2)c(-c2cc3ccccc3c3ccccc23)c1, OB(O)c1ccc(Cl)cc1Cl, ClCCl, [K+], [K+], [K+], O=C(C=Cc1ccccc1)C=Cc1ccccc1, O=C(C=Cc1ccccc1)C=Cc1ccccc1, O=C(C=Cc1ccccc1)C=Cc1ccccc1, O=P([O-])([O-])[O-], [Pd], [Pd]. Product: COc1nc(NC2c3ccccc3CC2O)cnc1-c1ccc(Cl)cc1Cl. Reaction SMILES: [Br:1][c:2]1[n:3][cH:4][c:5]([NH:10][CH:11]2[CH:12]([OH:20])[CH2:13][c:14]3[cH:15][cH:16][cH:17][cH:18][c:19]32)[n:6][c:7]1[O:8][CH3:9].[CH3:132][c:133]1[cH:134][cH:135][cH:136][cH:137][cH:138]1.[CH:21]1([P:22]([CH:23]2[CH2:24][CH2:25][CH2:26][CH2:27][CH2:28]2)[c:29]2[cH:30][cH:31][cH:32][cH:33][c:34]2-[c:35]2[c:36]3[c:37]([c:38]4[cH:39][cH:40][cH:41][cH:42][c:43]4[cH:44]2)[cH:45][cH:46][cH:47][cH:48]3)[CH2:49][CH2:50][CH2:51][CH2:52][CH2:53]1.[Cl:54][c:55]1[c:56]([B:62]([OH:63])[OH:64])[cH:57][cH:58][c:59]([Cl:61])[cH:60]1.[Cl:73][CH2:74][Cl:75].[K+:70].[K+:71].[K+:72].[O:114]=[C:115]([CH:116]=[CH:117][c:118]1[cH:119][cH:120][cH:121][cH:122][cH:123]1)[CH:124]=[CH:125][c:126]1[cH:127][cH:128][cH:129][cH:130][cH:131]1.[O:78]=[C:79]([CH:80]=[CH:81][c:82]1[cH:83][cH:84][cH:85][cH:86][cH:87]1)[CH:88]=[CH:89][c:90]1[cH:91][cH:92][cH:93][cH:94][cH:95]1.[O:96]=[C:97]([CH:98]=[CH:99][c:100]1[cH:101][cH:102][cH:103][cH:104][cH:105]1)[CH:106]=[CH:107][c:108]1[cH:109][cH:110][cH:111][cH:112][cH:113]1.[P:65]([O-:66])([O-:67])([O-:68])=[O:69].[Pd:76].[Pd:77]>>[c:2]1(-[c:56]2[c:55]([Cl:54])[cH:60][c:59]([Cl:61])[cH:58][cH:57]2)[n:3][cH:4][c:5]([NH:10][CH:11]2[CH:12]([OH:20])[CH2:13][c:14]3[cH:15][cH:16][cH:17][cH:18][c:19]32)[n:6][c:7]1[O:8][CH3:9]. As a reaction SMILES: [CH3:22][O:23][CH2:24][CH2:25][O:26][CH2:27][CH2:28][O:29][CH3:30].[NH2:17][S:18]([NH2:19])(=[O:20])=[O:21].[NH2:1][CH2:2][c:3]1[c:4]([NH:5][c:6]2[c:7]([F:12])[cH:8][cH:9][cH:10][cH:11]2)[cH:13][cH:14][cH:15][cH:16]1>>[NH:1]1[CH2:2][c:3]2[c:4]([cH:13][cH:14][cH:15][cH:16]2)[N:5]([c:6]2[c:7]([F:12])[cH:8][cH:9][cH:10][cH:11]2)[S:18]1(=[O:20])=[O:21]. Product: O=S1(=O)NCc2ccccc2N1c1ccccc1F. Starting materials: COCCOCCOC, NS(N)(=O)=O, NCc1ccccc1Nc1ccccc1F. The reactants are NCC1CC1, ClCCl, Cl, CC(CN1CCCC1)N1c2ccccc2Sc2ccc(C(=O)Cl)cc21. Product: CC(CN1CCCC1)N1c2ccccc2Sc2ccc(C(=O)NCC3CC3)cc21. Reaction SMILES: [CH:27]1([CH2:30][NH2:31])[CH2:28][CH2:29]1.[Cl:32][CH2:33][Cl:34].[ClH:1].[N:2]1([CH2:7][CH:8]([CH3:9])[N:10]2[c:11]3[cH:12][cH:13][cH:14][cH:15][c:16]3[S:17][c:18]3[cH:19][cH:20][c:21]([C:24](=[O:25])[Cl:26])[cH:22][c:23]32)[CH2:3][CH2:4][CH2:5][CH2:6]1>>[N:2]1([CH2:7][CH:8]([CH3:9])[N:10]2[c:11]3[cH:12][cH:13][cH:14][cH:15][c:16]3[S:17][c:18]3[cH:19][cH:20][c:21]([C:24](=[O:25])[NH:31][CH2:30][CH:27]4[CH2:28][CH2:29]4)[cH:22][c:23]32)[CH2:3][CH2:4][CH2:5][CH2:6]1. The reactants are N[C@H](C(=O)O)CC1=CC=C(C=C1)OCCC=1N=C(OC1C)C1=CC=CC=C1 ((2S)-2-amino-3-{4-[2-(5-methyl-2-phenyl-1,3oxazol-4-yl)ethoxy]phenyl}propanoic acid), FC1=C(C=CC(=C1)F)C(C#CC)=O (1-(2,4-difluorophenyl)-2-butyn-1-one). Yields the product FC1=C(C=CC(=C1)F)C(\C=C(\C)/N[C@H](C(=O)O)CC1=CC=C(C=C1)OCCC=1N=C(OC1C)C1=CC=CC=C1)=O ((2S)-2-{[(Z)-3-(2,4-difluorophenyl)-1-methyl-3-oxo-1-propenyl]amino}-3-{4-[2-(5-methyl-2-phenyl-1,3-oxazol-4-yl)ethoxy]phenyl}propanoic acid), Example 31. Isolated yield 35.0%. Reaction SMILES: [NH2:1][C@@H:2]([CH2:6][C:7]1[CH:12]=[CH:11][C:10]([O:13][CH2:14][CH2:15][C:16]2[N:17]=[C:18]([C:22]3[CH:27]=[CH:26][CH:25]=[CH:24][CH:23]=3)[O:19][C:20]=2[CH3:21])=[CH:9][CH:8]=1)[C:3]([OH:5])=[O:4].[F:28][C:29]1[CH:34]=[C:33]([F:35])[CH:32]=[CH:31][C:30]=1[C:36](=[O:40])[C:37]#[C:38][CH3:39]>>[F:28][C:29]1[CH:34]=[C:33]([F:35])[CH:32]=[CH:31][C:30]=1[C:36](=[O:40])/[CH:37]=[C:38](\[NH:1][C@@H:2]([CH2:6][C:7]1[CH:12]=[CH:11][C:10]([O:13][CH2:14][CH2:15][C:16]2[N:17]=[C:18]([C:22]3[CH:27]=[CH:26][CH:25]=[CH:24][CH:23]=3)[O:19][C:20]=2[CH3:21])=[CH:9][CH:8]=1)[C:3]([OH:5])=[O:4])/[CH3:39]. Procedure: The title compound was prepared (as described above for the preparation of Example 12) from 120 mg (0.33 mmol) of Intermediate 45 and 59 mg (0.33 mmol) of Intermediate 39 to yield 63 mg (35% yield) of Example 31: TLC (DCM/MeOH (4:1): Rf=0.72; 1H NMR (DMSO-d6, 400 MHz) δ11.37 (d, 1H, J=9.4), 7.87 (m, 2H), 7.72 (q, 1H, J=6.4), 7.43 (m, 3H), 7.14 (m, 4H), 6.79 (d, 2H, J=8.8), 5.25 (s, 1H), 4.13 (m, 3H), 3.18 (m, 1H), 2.85 (t, 2H, J=6.0), 2.77 (dd, 1H, J=14.0, 9.8), 2.29 (s, 3H), 1.62 (s, 3H) ; low ...